From a dataset of the Open Reaction Database (ORD), a public repository of structured organic reaction records. describe an organic reaction: reactants, conditions, products, and yield Reactants: O=C(OOC(=O)c1ccccc1)c1ccccc1, ClC(Cl)(Cl)Cl, CCOC(=O)c1onc(-c2ccncc2)c1C, O=C1CCC(=O)N1Br. Product: CCOC(=O)c1onc(-c2ccncc2)c1CBr. Reaction SMILES: [C:26]([O:27][O:28][C:29](=[O:30])[c:31]1[cH:32][cH:33][cH:34][cH:35][cH:36]1)(=[O:37])[c:38]1[cH:39][cH:40][cH:41][cH:42][cH:43]1.[C:44]([Cl:45])([Cl:46])([Cl:47])[Cl:48].[CH3:1][c:2]1[c:3](-[c:12]2[cH:13][cH:14][n:15][cH:16][cH:17]2)[n:4][o:5][c:6]1[C:7](=[O:8])[O:9][CH2:10][CH3:11].[O:18]=[C:19]1[N:20]([Br:25])[C:21](=[O:22])[CH2:23][CH2:24]1>>[CH2:1]([c:2]1[c:3](-[c:12]2[cH:13][cH:14][n:15][cH:16][cH:17]2)[n:4][o:5][c:6]1[C:7](=[O:8])[O:9][CH2:10][CH3:11])[Br:25]. Starting materials: C(C)(C)N (Isopropylamine), ClC=1N=C(NC1CC)C(=O)NC1C(CN(CC1)C(=O)OC(C)(C)C)=O (tert-butyl 4-{[(4-chloro-5-ethyl-1H-imidazol-2-yl)carbonyl]amino}-3-oxopiperidine-1-carboxylate), C(C)(C)N (Isopropylamine), C(#N)[BH3-].[Na+] (sodium cyanoborohydride), C(C)(=O)O (acetic acid). Solvent: O1CCCC1 (tetrahydrofuran). Reaction conditions: temperature 50 celsius, time 15 hour. Product: C(C)(C)(C)OC(=O)N1C[C@H]([C@@H](CC1)NC(=O)C=1NC(=C(N1)Cl)CC)NC(C)C.ClC=1N=C(NC1CC)C(=O)N[C@@H]1[C@@H](CN(CC1)C(=O)OC(C)(C)C)NC(C)C (tert-Butyl cis(±)-4-{[(4-chloro-5-ethyl-1H-imidazol-2-yl)carbonyl]amino}-3-(isopropylamino)piperidine-1-carboxylate tert-Butyl trans(±)-4-{[(4-chloro-5-ethyl-1H-imidazol-2-yl)carbonyl]amino}-3-(isopropylamino)piperidine-1-carboxylate). Yield: 12.0%. As a reaction SMILES: [CH:1]([NH2:4])([CH3:3])[CH3:2].[Cl:5][C:6]1[N:7]=[C:8]([C:13]([NH:15][CH:16]2[CH2:21][CH2:20][N:19]([C:22]([O:24][C:25]([CH3:28])([CH3:27])[CH3:26])=[O:23])[CH2:18][C:17]2=O)=[O:14])[NH:9][C:10]=1[CH2:11][CH3:12].C([BH3-])#N.[Na+].C(O)(=O)C>O1CCCC1>[C:25]([O:24][C:22]([N:19]1[CH2:20][CH2:21][C@@H:16]([NH:15][C:13]([C:8]2[NH:9][C:10]([CH2:11][CH3:12])=[C:6]([Cl:5])[N:7]=2)=[O:14])[C@H:17]([NH:4][CH:1]([CH3:3])[CH3:2])[CH2:18]1)=[O:23])([CH3:28])([CH3:27])[CH3:26].[Cl:5][C:6]1[N:7]=[C:8]([C:13]([NH:15][C@H:16]2[CH2:21][CH2:20][N:19]([C:22]([O:24][C:25]([CH3:28])([CH3:27])[CH3:26])=[O:23])[CH2:18][C@H:17]2[NH:4][CH:1]([CH3:3])[CH3:2])=[O:14])[NH:9][C:10]=1[CH2:11][CH3:12] |f:2.3,6.7|. Reported procedure: Isopropylamine (372 μL, 4.37 mmol) was added to a solution of tert-butyl 4-{[(4-chloro-5-ethyl-1H-imidazol-2-yl)carbonyl]amino}-3-oxopiperidine-1-carboxylate obtained in Example (201c) (162 mg, 0.437 mmol) in tetrahydrofuran (4 mL), and the mixture was heated under reflux at 50° C. for four hours. The reaction solution was concentrated under reduced pressure, and then tetrahydrofuran (3 mL) and methanol (3 mL) were added. Isopropylamine (37.2 μL, 0.437 mmol), sodium cyanoborohydride (82.4 mg, 1....